Dataset: the Open Reaction Database (ORD), a public repository of structured organic reaction records. Task: describe an organic reaction: reactants, conditions, products, and yield Starting materials: O=C([O-])[O-], CSc1nc(Cl)c([N+](=O)[O-])c(Oc2cccc(C(=O)N(C)C)c2)n1, CC#N, [Cs+], [Cs+], NCc1ccccc1. The product is CSc1nc(NCc2ccccc2)c([N+](=O)[O-])c(Oc2cccc(C(=O)N(C)C)c2)n1. RXN SMILES: [C:25](=[O:26])([O-:27])[O-:28].[CH3:1][S:2][c:3]1[n:4][c:5]([O:13][c:14]2[cH:15][c:16]([C:20](=[O:21])[N:22]([CH3:23])[CH3:24])[cH:17][cH:18][cH:19]2)[c:6]([N+:10](=[O:11])[O-:12])[c:7]([Cl:9])[n:8]1.[CH3:39][C:40]#[N:41].[Cs+:29].[Cs+:30].[NH2:31][CH2:32][c:33]1[cH:34][cH:35][cH:36][cH:37][cH:38]1>>[CH3:1][S:2][c:3]1[n:4][c:5]([O:13][c:14]2[cH:15][c:16]([C:20](=[O:21])[N:22]([CH3:23])[CH3:24])[cH:17][cH:18][cH:19]2)[c:6]([N+:10](=[O:11])[O-:12])[c:7]([NH:31][CH2:32][c:33]2[cH:34][cH:35][cH:36][cH:37][cH:38]2)[n:8]1. Starting materials: CO, O=C1CC=CC2COCC(c3cc(F)c(F)c(F)c3)N12, [H][H], O=[Pt]. Product: O=C1CCCC2COCC(c3cc(F)c(F)c(F)c3)N12. RXN SMILES: [CH3:23][OH:24].[F:1][c:2]1[cH:3][c:4]([CH:10]2[N:11]3[CH:12]([CH2:13][O:14][CH2:15]2)[CH:16]=[CH:17][CH2:18][C:19]3=[O:20])[cH:5][c:6]([F:9])[c:7]1[F:8].[H:21][H:22].[Pt:25]=[O:26]>>[F:1][c:2]1[cH:3][c:4]([CH:10]2[N:11]3[CH:12]([CH2:13][O:14][CH2:15]2)[CH2:16][CH2:17][CH2:18][C:19]3=[O:20])[cH:5][c:6]([F:9])[c:7]1[F:8]. The reactants are TEA, N1CCC(CC1)O (4-piperidinol), C(C)(C)(C)OC(N[C@H]1CNCC1)=O ((R)-pyrrolidin-3-yl-carbamic acid tert-butyl ester), TEA, ClCC(=O)Cl (chloroacetyl chloride). Run in C1CCOC1 (THF). Reaction conditions: time 2 hour. Yields the product C(C)(C)(C)OC(N[C@H]1CN(CC1)C(CN1CCC(CC1)O)=O)=O ({(R)-1-[2-(4-Hydroxy-piperidin-1-yl)-acetyl]-pyrrolidin-3-yl}-carbamic acid tert-butyl ester). RXN SMILES: [C:1]([O:5][C:6](=[O:13])[NH:7][C@@H:8]1[CH2:12][CH2:11][NH:10][CH2:9]1)([CH3:4])([CH3:3])[CH3:2].Cl[CH2:15][C:16](Cl)=[O:17].[NH:19]1[CH2:24][CH2:23][CH:22]([OH:25])[CH2:21][CH2:20]1>C1COCC1>[C:1]([O:5][C:6](=[O:13])[NH:7][C@@H:8]1[CH2:12][CH2:11][N:10]([C:16](=[O:17])[CH2:15][N:19]2[CH2:24][CH2:23][CH:22]([OH:25])[CH2:21][CH2:20]2)[CH2:9]1)([CH3:4])([CH3:2])[CH3:3]. Procedure details: To a solution of (R)-pyrrolidin-3-yl-carbamic acid tert-butyl ester (1.5 g, 8.1 mmol) in THF (150 ml) is added TEA (2.3 ml, 16.1 mmol) followed by dropwise addition of chloroacetyl chloride (0.67 ml, 8.5 mmol). The reaction mixture is allowed to stir at room temperature for 2 hours and then treated TEA (2.3 ml, 16.1 mmol) followed by 4-piperidinol (4.07 g, 40.3 mmol). After stirring at 50° C. for 18 hours, the solvent is removed in vacuo and purification of the crude residue by reverse phase col... The reactants are C1(=CC=CC=C1)C(C#N)(CCBr)C1=CC=CC=C1 (2,2-diphenyl-4-bromobutyronitrile), C12CCC(CC1)N2 (7-azabicyclo[2. 2. 1]heptane), COCCO (ethylene glycol monomethyl ether). The product is C1(=CC=CC=C1)C(C#N)(CCC1C2CCN1CC2)C2=CC=CC=C2 (2,2-diphenyl-4-(4-azabicyclo[2. 2. 1]hept-7-yl)butyronitrile). Reaction SMILES: [C:1]1([C:7]([C:13]2[CH:18]=[CH:17][CH:16]=[CH:15][CH:14]=2)([CH2:10][CH2:11]Br)[C:8]#[N:9])[CH:6]=[CH:5][CH:4]=[CH:3][CH:2]=1.[CH:19]12[NH:25][CH:22]([CH2:23][CH2:24]1)CC2.CO[CH2:28][CH2:29]O>>[C:1]1([C:7]([C:13]2[CH:18]=[CH:17][CH:16]=[CH:15][CH:14]=2)([CH2:10][CH2:11][CH:19]2[N:25]3[CH2:22][CH2:23][CH:24]2[CH2:28][CH2:29]3)[C:8]#[N:9])[CH:6]=[CH:5][CH:4]=[CH:3][CH:2]=1. Reported procedure: 15 Parts of 2,2-diphenyl-4-bromobutyronitrile are condensed with 12.9 parts of 7-azabicyclo[2. 2. 1]heptane by reflux in 100 parts by volume of ethylene glycol monomethyl ether. The reaction mixture is cooled and extracted with dilute hydrochloric acid. The aqueous hydrochloric acid extract is made basic with sodium hydroxide solution and extracted with ether. The ether extracts are dried over anhydrous sodium sulfate. Filtration and removal of the ether by evaporation at reduced pressure provid... The reactants are C(F)(F)(F)C(Cl)(Cl)Cl (CF3CCl3), C1(=CC=C(C=C1)C=O)C (p-tolualdehyde), C(F)(F)(F)C(Cl)(Cl)Cl (CF3CCl3), C(C)(=O)OC(C)=O (acetic anhydride). Reagents/catalysts: [Zn] (Zn), [Zn] (Zn). The solvent is CN(C)C=O (DMF), O (water), CN(C)C=O (DMF). Conditions: time 4 hour. The product is ClC(=CC1=CC=C(C=C1)C)C(F)(F)F (4-(2-chloro-3,3,3-trifluoroprop-1-enyl)-toluene). Yield: 390.7%. Reaction SMILES: [C:1]1([CH3:9])[CH:6]=[CH:5][C:4]([CH:7]=O)=[CH:3][CH:2]=1.[C:10]([C:14](Cl)(Cl)[Cl:15])([F:13])([F:12])[F:11].C(OC(=O)C)(=O)C>CN(C=O)C.O.[Zn]>[Cl:15][C:14]([C:10]([F:13])([F:12])[F:11])=[CH:7][C:4]1[CH:5]=[CH:6][C:1]([CH3:9])=[CH:2][CH:3]=1. Reported procedure: 12 g of p-tolualdehyde dissolved in 20 cc of DMF and 7.5 g of Zn are charged to a flask of 250 ml of capacity. 2.5 g of CF3CCl3 is dropwise added and the resulting reaction mixture is slightly heated until the reaction turns into strongly exothermic. Then 10 g of CF3CCl3 dissolved in 100 cc of DMF is dropwise added and the resulting mixture is stirred at room temperature for 4 hours. 10 cc of acetic anhydride and 13 g of Zn are then added. After 2 hours at room temperature, the reaction mixture ...